Dataset: the Open Reaction Database (ORD), a public repository of structured organic reaction records. Task: describe an organic reaction: reactants, conditions, products, and yield Starting materials: CC(C)Oc1ccc(CC(C#N)NC(=O)OC(C)(C)C)cc1, ClCCl, O=C(O)C(F)(F)F. Product: CC(C)Oc1ccc(CC(N)C#N)cc1. Reaction SMILES: [C:8](#[N:9])[CH:10]([CH2:11][c:12]1[cH:13][cH:14][c:15]([O:18][CH:19]([CH3:20])[CH3:21])[cH:16][cH:17]1)[NH:22][C:23](=[O:24])[O:25][C:26]([CH3:27])([CH3:28])[CH3:29].[CH2:30]([Cl:31])[Cl:32].[OH:1][C:2]([C:3]([F:4])([F:5])[F:6])=[O:7]>>[C:8](#[N:9])[CH:10]([CH2:11][c:12]1[cH:13][cH:14][c:15]([O:18][CH:19]([CH3:20])[CH3:21])[cH:16][cH:17]1)[NH2:22]. Starting materials: CC[O-], CCO, ClCCCN1CCC(c2ccccc2)CC1, Cl, [Na+], Cc1ccc(C2(c3ccc(C)cc3)NC(=O)NC2=O)cc1. The product is Cc1ccc(C2(c3ccc(C)cc3)NC(=O)N(CCCN3CCC(c4ccccc4)CC3)C2=O)cc1. As a reaction SMILES: [CH3:23][CH2:24][O-:25].[CH3:43][CH2:44][OH:45].[Cl:26][CH2:27][CH2:28][CH2:29][N:30]1[CH2:31][CH2:32][CH:33]([c:36]2[cH:37][cH:38][cH:39][cH:40][cH:41]2)[CH2:34][CH2:35]1.[ClH:42].[Na+:22].[c:1]1([CH3:21])[cH:2][cH:3][c:4]([C:7]2([c:14]3[cH:15][cH:16][c:17]([CH3:20])[cH:18][cH:19]3)[C:8](=[O:13])[NH:9][C:10](=[O:12])[NH:11]2)[cH:5][cH:6]1>>[c:1]1([CH3:21])[cH:2][cH:3][c:4]([C:7]2([c:14]3[cH:15][cH:16][c:17]([CH3:20])[cH:18][cH:19]3)[C:8](=[O:13])[N:9]([CH2:27][CH2:28][CH2:29][N:30]3[CH2:31][CH2:32][CH:33]([c:36]4[cH:37][cH:38][cH:39][cH:40][cH:41]4)[CH2:34][CH2:35]3)[C:10](=[O:12])[NH:11]2)[cH:5][cH:6]1. Reactants: [B] (boron), [H-].[Na+] (sodium hydride), CO[N+](=C(C)C=1C=NC=CC1)[O-] (3-acetyl-pyridine-O-methyl-oxime-N-oxide), CO (methanol). Conditions: temperature -10 celsius. The product is CON=C(C)C=1CN(CCC1)O (1-N-hydroxyl-3-acetyl-1,2,5,6-tetrahydropyridine-O-methyl-oxime). Reaction SMILES: [CH3:1][O:2][N+:3]([O-])=[C:4]([C:6]1[CH:7]=[N:8][CH:9]=[CH:10][CH:11]=1)[CH3:5].[B].[H-].[Na+].C[OH:17]>>[CH3:1][O:2][N:3]=[C:4]([C:6]1[CH2:7][N:8]([OH:17])[CH2:9][CH2:10][CH:11]=1)[CH3:5] |f:2.3|. Procedure details: 3.5 g of 3-acetyl-pyridine-O-methyl-oxime-N-oxide [J. Heterocyclic Chem. 16 1459, (1979)] is dissolved in 50 cm3 of methanol and cooled to -10° C. 2.4 g of boron and sodium hydride is added, with agitation for 2 hours at ambient temperature followed by evaporation to dryness. The residue is taken up with water and extracted with ethyl acetate. The extracts are dried, evaporated to dryness, and purified by chromatography on silica gel, (eluene: ethyl acetate). 2.85 g of the expected product is ob... Reactants: CN1CC(=C[C@H]2[C@H]1CC3=CNC4=CC=CC2=C34)C(=O)O (paspalic acid), [OH-].C(CCC)[N+](CCCC)(CCCC)CCCC (tetrabutylammonium hydroxide), S(O)(O)(=O)=O (sulphuric acid). Solvent: O (water), O (water). Conditions: temperature 20 celsius, time 30 minute. Product: OC(=O)[C@H]1CN(C)[C@@H]2CC3=CNC4=CC=CC(C2=C1)=C34 (lysergic acid). The yield is 100.0%. As a reaction SMILES: [CH3:1][N:2]1[C@@H:7]2[CH2:8][C:9]3[C:17]4[C:12](=[CH:13][CH:14]=[CH:15][C:16]=4[C@H:6]2[CH:5]=[C:4]([C:18]([OH:20])=[O:19])[CH2:3]1)[NH:11][CH:10]=3.[OH-].C([N+](CCCC)(CCCC)CCCC)CCC.S(=O)(=O)(O)O>O>[OH:20][C:18]([C@@H:4]1[CH:5]=[C:6]2[C@@H:7]([CH2:8][C:9]3[C:17]4[C:12](=[CH:13][CH:14]=[CH:15][C:16]2=4)[NH:11][CH:10]=3)[N:2]([CH3:1])[CH2:3]1)=[O:19] |f:1.2|. Reported procedure: 130 g of paspalic acid are added rapidly to 780.1 g of a 40% strength solution of tetrabutylammonium hydroxide in water, with stirring and under a stream of nitrogen. The mixture is brought to 30±2° C. and allowed to react at this temperature for 20 hours. The reaction medium is cooled to about 20° C. and held at this temperature for 3 h 30 min. 918 g of water are added, followed by acidification using 95% strength sulphuric acid until the pH is 3.5, while maintaining the temperature at about 30... Reaction conditions: time 16 hour. As a reaction SMILES: [Cl:1][C:2]1[CH:3]=[C:4]([CH:19]=[CH:20][C:21]=1[Cl:22])[CH2:5][NH:6][C:7]1[C:16]2[C:11](=[C:12]([OH:17])[CH:13]=[CH:14][CH:15]=2)[N:10]=[C:9]([CH3:18])[CH:8]=1.[H-].[Na+].[CH:25](I)([CH3:27])[CH3:26].[Na+].[Cl-]>CN(C)C=O>[ClH:1].[Cl:1][C:2]1[CH:3]=[C:4]([CH:19]=[CH:20][C:21]=1[Cl:22])[CH2:5][NH:6][C:7]1[C:16]2[C:11](=[C:12]([O:17][CH:25]([CH3:27])[CH3:26])[CH:13]=[CH:14][CH:15]=2)[N:10]=[C:9]([CH3:18])[CH:8]=1 |f:1.2,4.5,7.8|. The yield is 34.7%. Run in CN(C=O)C (dimethylformamide). Product: Cl.ClC=1C=C(CNC2=CC(=NC3=C(C=CC=C23)OC(C)C)C)C=CC1Cl ((3,4-Dichlorobenzyl)-(8-isopropoxy-2-methylquinolin-4-yl)-amine hydrochloride). Starting materials: ClC=1C=C(CNC2=CC(=NC3=C(C=CC=C23)O)C)C=CC1Cl (4-(3,4-Dichlorobenzylamino)-2-methylquinolin-8-ol), [Na+].[Cl-] (NaCl), [H-].[Na+] (sodium hydride), C(C)(C)I (isopropyliodide). Procedure details: 4-(3,4-Dichlorobenzylamino)-2-methylquinolin-8-ol (example 41, 70.0 mg, 0.210 mmole) was suspended in dimethylformamide (5 mL) and mixed with sodium hydride (60% in paraffin liq., 9.24 mg). After stirring for 30 min isopropyliodide (37.5 mg, 0.221 mmole) was added dropwise and the mixture was kept under stirring at RT for 16 hrs. Diluted NaCl solution was added and the mixture was extracted with ethyl acetate. The organic phases were dried and concentrated and the residue thus obtained was purif... Reactants: O=C(Cl)CC12CC3CC(CC(C3)C1)C2, COc1ccc(C)c(N)c1. Product: COc1ccc(C)c(NC(=O)CC23CC4CC(CC(C4)C2)C3)c1. As a reaction SMILES: [C:1]12([CH2:11][C:12](=[O:13])[Cl:14])[CH2:2][CH:3]3[CH2:4][CH:5]([CH2:6][CH:7]([CH2:8]1)[CH2:9]3)[CH2:10]2.[CH3:15][O:16][c:17]1[cH:18][cH:19][c:20]([CH3:24])[c:21]([NH2:22])[cH:23]1>>[C:1]12([CH2:11][C:12](=[O:13])[NH:22][c:21]3[c:20]([CH3:24])[cH:19][cH:18][c:17]([O:16][CH3:15])[cH:23]3)[CH2:2][CH:3]3[CH2:4][CH:5]([CH2:6][CH:7]([CH2:8]1)[CH2:9]3)[CH2:10]2.